This data is from the Open Reaction Database (ORD), a public repository of structured organic reaction records. The task is: describe an organic reaction: reactants, conditions, products, and yield Reactants: Cc1ccc(Nc2nccc(-c3cccnc3)n2)cc1NC(=O)c1ccc(CNN2CCN(C)CC2)cc1, CS(=O)(=O)O, CCO. The product is Cc1ccc(Nc2nccc(-c3cccnc3)n2)cc1NC(=O)c1ccc(CNN2CCN(C)CC2)cc1, CS(=O)(=O)O. RXN SMILES: [CH3:1][N:2]1[CH2:3][CH2:4][N:5]([NH:8][CH2:9][c:10]2[cH:11][cH:12][c:13]([C:14](=[O:15])[NH:16][c:17]3[c:18]([CH3:36])[cH:19][cH:20][c:21]([NH:23][c:24]4[n:25][cH:26][cH:27][c:28](-[c:30]5[cH:31][n:32][cH:33][cH:34][cH:35]5)[n:29]4)[cH:22]3)[cH:37][cH:38]2)[CH2:6][CH2:7]1.[CH3:39][S:40]([OH:41])(=[O:42])=[O:43].[CH3:44][CH2:45][OH:46]>>[CH3:1][N:2]1[CH2:3][CH2:4][N:5]([NH:8][CH2:9][c:10]2[cH:11][cH:12][c:13]([C:14](=[O:15])[NH:16][c:17]3[c:18]([CH3:36])[cH:19][cH:20][c:21]([NH:23][c:24]4[n:25][cH:26][cH:27][c:28](-[c:30]5[cH:31][n:32][cH:33][cH:34][cH:35]5)[n:29]4)[cH:22]3)[cH:37][cH:38]2)[CH2:6][CH2:7]1.[CH3:39][S:40](=[O:41])(=[O:42])[OH:43]. Reactants: CCOC(=O)Cn1nccn1, CCO, NN, O. Product: NNC(=O)Cn1nccn1. Reaction SMILES: [CH2:1]([O:2][C:4]([CH2:5][n:6]1[n:7][cH:8][cH:9][n:10]1)=[O:11])[CH3:3].[CH3:15][CH2:16][OH:17].[NH2:13][NH2:14].[OH2:12]>>[C:4]([CH2:5][n:6]1[n:7][cH:8][cH:9][n:10]1)(=[O:11])[NH:13][NH2:14]. The reactants are CC(=O)O, COC(=O)C(CCN1CCNCC1)CC(OC)c1ccc(F)cc1, Cc1cc(C=O)ccc1F. Yields the product COC(=O)C(CCN1CCN(Cc2ccc(F)c(C)c2)CC1)CC(OC)c1ccc(F)cc1. As a reaction SMILES: [C:35]([OH:36])(=[O:37])[CH3:38].[F:1][c:2]1[cH:3][cH:4][c:5]([CH:8]([CH2:9][CH:10]([C:11](=[O:12])[O:13][CH3:14])[CH2:15][CH2:16][N:17]2[CH2:18][CH2:19][NH:20][CH2:21][CH2:22]2)[O:23][CH3:24])[cH:6][cH:7]1.[F:25][c:26]1[c:27]([CH3:34])[cH:28][c:29]([CH:30]=[O:31])[cH:32][cH:33]1>>[F:1][c:2]1[cH:3][cH:4][c:5]([CH:8]([CH2:9][CH:10]([C:11](=[O:12])[O:13][CH3:14])[CH2:15][CH2:16][N:17]2[CH2:18][CH2:19][N:20]([CH2:30][c:29]3[cH:28][c:27]([CH3:34])[c:26]([F:25])[cH:33][cH:32]3)[CH2:21][CH2:22]2)[O:23][CH3:24])[cH:6][cH:7]1. Reactants: CCOC(=O)c1cc2c(Cl)ccc(OCc3ccc(CNC(=O)OC(C)(C)C)cc3)c2n1C, ClCCl, O=C(O)C(F)(F)F. Product: CCOC(=O)c1cc2c(Cl)ccc(OCc3ccc(CN)cc3)c2n1C. Reaction SMILES: [C:1]([O:2][C:3](=[O:4])[NH:8][CH2:9][c:10]1[cH:11][cH:12][c:13]([CH2:14][O:15][c:16]2[cH:17][cH:18][c:19]([Cl:31])[c:20]3[cH:21][c:22]([C:26](=[O:27])[O:28][CH2:29][CH3:30])[n:23]([CH3:25])[c:24]23)[cH:32][cH:33]1)([CH3:5])([CH3:6])[CH3:7].[Cl:41][CH2:42][Cl:43].[OH:34][C:35]([C:36]([F:37])([F:38])[F:39])=[O:40]>>[NH2:8][CH2:9][c:10]1[cH:11][cH:12][c:13]([CH2:14][O:15][c:16]2[cH:17][cH:18][c:19]([Cl:31])[c:20]3[cH:21][c:22]([C:26](=[O:27])[O:28][CH2:29][CH3:30])[n:23]([CH3:25])[c:24]23)[cH:32][cH:33]1. Starting materials: B, C1CCOC1, CN(C(=O)C1CCCN1)C1CC1, Cl. Product: CN(CC1CCCN1)C1CC1. As a reaction SMILES: [BH3:13].[CH2:15]1[O:16][CH2:17][CH2:18][CH2:19]1.[CH:1]1([N:4]([C:5](=[O:6])[CH:7]2[NH:8][CH2:9][CH2:10][CH2:11]2)[CH3:12])[CH2:2][CH2:3]1.[ClH:14]>>[CH:1]1([N:4]([CH2:5][CH:7]2[NH:8][CH2:9][CH2:10][CH2:11]2)[CH3:12])[CH2:2][CH2:3]1. Product: FC=1C=C2CCC(C2=CC1OCC#C)CCNC(CC)=O (N-[2-(5-fluoro-6-(2-propynyloxy)indan-1-yl)ethyl]propionamide). The yield is 97.3%. Procedure: Potassium carbonate (1.37 g, 9.95 mmols) and propargyl bromide (2.4 g, 19.9 mmols) were added to a dimethylformamide (10 ml) solution of N-[2-(5-fluoro-6-hydroxyindan-1-yl)ethyl]propionamide (0.5 g, 1.99 mmols) and stirred at 120° C. for 2 hours. The reaction solution was poured into water, and the organic substance was extracted out with ethyl acetate. The extract was washed with a saturated saline solution and water and then dried with anhydrous magnesium sulfate, and the solvent was removed t... Solvent: O (water). Reaction SMILES: C(=O)([O-])[O-].[K+].[K+].[CH2:7](Br)[C:8]#[CH:9].CN(C)C=O.[F:16][C:17]1[CH:18]=[C:19]2[C:23](=[CH:24][C:25]=1[OH:26])[CH:22]([CH2:27][CH2:28][NH:29][C:30](=[O:33])[CH2:31][CH3:32])[CH2:21][CH2:20]2>O>[F:16][C:17]1[CH:18]=[C:19]2[C:23](=[CH:24][C:25]=1[O:26][CH2:9][C:8]#[CH:7])[CH:22]([CH2:27][CH2:28][NH:29][C:30](=[O:33])[CH2:31][CH3:32])[CH2:21][CH2:20]2 |f:0.1.2|. Run at temperature 120 celsius, time 2 hour. Starting materials: C([O-])([O-])=O.[K+].[K+] (Potassium carbonate), C(C#C)Br (propargyl bromide), CN(C=O)C (dimethylformamide), FC=1C=C2CCC(C2=CC1O)CCNC(CC)=O (N-[2-(5-fluoro-6-hydroxyindan-1-yl)ethyl]propionamide). Reactants: B(Br)(Br)Br (boron tribromide), FC(C(=O)O)(F)F.ClC=1C=NC=2NC=3C=CC=C(CCC4=C(C=CC(NC1N2)=C4)OC)C3 (6-chloro-12-methoxy-2,4,8,22-tetraazatetracyclo[14.3.1.1(3,7).1(9,13)]docosa-1(20),3(22),4,6,9(21),10,12,16,18-nonaene trifluoroacetate), C([O-])(O)=O.[Na+] (sodium bicarbonate). Run in C(Cl)Cl (methylene chloride), C(Cl)Cl (methylene chloride). Reaction conditions: time 16 hour. Product: ClC=1C=NC=2NC=3C=CC=C(CCC4=C(C=CC(NC1N2)=C4)O)C3 (6-Chloro-2,4,8,22-tetraazatetracyclo[14.3.1.1(3,7).1(9,13)]docosa-1(20),3(22),4,6,9(21),10,12,16,18-nonaen-12-ol). The yield is 98.1%. Reaction SMILES: FC(F)(F)C(O)=O.[Cl:8][C:9]1[CH:10]=[N:11][C:12]2[NH:13][C:14]3[CH:15]=[CH:16][CH:17]=[C:18]([CH:32]=3)[CH2:19][CH2:20][C:21]3[CH:29]=[C:25]([NH:26][C:27]=1[N:28]=2)[CH:24]=[CH:23][C:22]=3[O:30]C.B(Br)(Br)Br.C(=O)(O)[O-].[Na+]>C(Cl)Cl>[Cl:8][C:9]1[CH:10]=[N:11][C:12]2[NH:13][C:14]3[CH:15]=[CH:16][CH:17]=[C:18]([CH:32]=3)[CH2:19][CH2:20][C:21]3[CH:29]=[C:25]([NH:26][C:27]=1[N:28]=2)[CH:24]=[CH:23][C:22]=3[OH:30] |f:0.1,3.4|. Procedure details: A solution of 6-chloro-12-methoxy-2,4,8,22-tetraazatetracyclo[14.3.1.1(3,7).1(9,13)]docosa-1(20),3(22),4,6,9(21),10,12,16,18-nonaene trifluoroacetate (157 mg, 0.34 mmol) in methylene chloride (2.5 mL) was cooled to −78° C. and 1 M boron tribromide in methylene chloride (1.68 mL, 1.68 mmol) was added slowly. The mixture was allowed to warm to room temperature and stir for 16 hours. The mixture was cooled to −78° C. and saturated sodium bicarbonate solution was added. The resulting suspension was ... Reactants: [Al+3], COC(=O)c1ccc(Cc2ccccc2)cc1, CCOCC, [H-], [H-], [H-], [H-], [Li+], O. Product: OCc1ccc(Cc2ccccc2)cc1. Reaction SMILES: [Al+3:19].[CH2:1]([c:2]1[cH:3][cH:4][cH:5][cH:6][cH:7]1)[c:8]1[cH:9][cH:10][c:11]([C:12](=[O:13])[O:14][CH3:15])[cH:16][cH:17]1.[CH3:25][CH2:26][O:27][CH2:28][CH3:29].[H-:18].[H-:21].[H-:22].[H-:23].[Li+:20].[OH2:24]>>[CH2:1]([c:2]1[cH:3][cH:4][cH:5][cH:6][cH:7]1)[c:8]1[cH:9][cH:10][c:11]([CH2:12][OH:13])[cH:16][cH:17]1. Reactants: C(C#N)Oc1ccc(C=O)cc1, CC1=CN=C(C=C1)N, [C-]#[N+]C1CCCCC1. Reagents/catalysts: O=C(O)C(F)(F)F (trifluoroacetic acid). The solvent is CC(C)O (isopropyl alcohol), CC(C)O (isopropylalcohol). Reaction conditions: temperature 22 celsius, time 20 hour. Yields the product Cc1ccc2nc(c3ccc(cc3)OCC#N)c(NC3CCCCC3)n2c1. Isolated yield 100.0%. Reaction SMILES: CC1=CC=C(N)N=C1.[C-]#[N+]C1CCCCC1.O=CC1=CC=C(OCC#N)C=C1>>CC1=CN2C(C=C1)=NC(=C2NC1CCCCC1)C1=CC=C(OCC#N)C=C1. Starting materials: [OH-].[K+] (Potassium hydroxide), C(C)OC(=O)[C@@H]1N([C@H](CC1)C(=O)OCC)CC1=CC=CC=C1 (trans-1-benzyl-2,5-pyrrolidine dicarboxylic acid diethyl ester). The solvent is C(C)O (ethanol), C(C)O (ethanol). Reaction conditions: time 36 hour. Yields the product C(C)OC(=O)C1N(C(CC1)C(=O)O)CC1=CC=CC=C1 (N-benzyl-2,5-pyrrolidine dicarboxylic acid monoethyl ester). Yield: 65.0%. Reaction SMILES: [OH-].[K+].[CH2:3]([O:5][C:6]([C@H:8]1[CH2:12][CH2:11][C@H:10]([C:13]([O:15]CC)=[O:14])[N:9]1[CH2:18][C:19]1[CH:24]=[CH:23][CH:22]=[CH:21][CH:20]=1)=[O:7])[CH3:4]>C(O)C>[CH2:3]([O:5][C:6]([CH:8]1[CH2:12][CH2:11][CH:10]([C:13]([OH:15])=[O:14])[N:9]1[CH2:18][C:19]1[CH:20]=[CH:21][CH:22]=[CH:23][CH:24]=1)=[O:7])[CH3:4] |f:0.1|. Procedure details: Potassium hydroxide (6.7 g, 0.1 m) in ethanol (180 ml) was slowly added to a solution of trans-1-benzyl-2,5-pyrrolidine dicarboxylic acid diethyl ester in ethanol (300 ml) at room temperature. This was stirred for 36 hours. The solvent was evaporated off and the residue dissolved in water. The pH of the solution was adjusted to 8 with dilute hydrochloric acid and the solution extracted with hexane to remove the unreacted amino diester. The aqueous solution was adjusted to a pH of 5.3 and was the...